From a dataset of the Open Reaction Database (ORD), a public repository of structured organic reaction records. describe an organic reaction: reactants, conditions, products, and yield Starting materials: Cl (Hydrochloric acid), CN1N=C(C(=C1)CC(=O)OC)OCC1=CC(=NC=C1)OCC=1N=C(OC1C)C1=CC=CC=C1 (methyl [1-methyl-3-[2-(5-methyl-2-phenyl-4-oxazolylmethoxy)-4-pyridylmethoxy]-1H-pyrazol-4-yl]acetate), [OH-].[Na+] (sodium hydroxide), O1CCCC1 (tetrahydrofuran). The solvent is C(C)O (ethanol). Conditions: time 2 hour. The product is CN1N=C(C(=C1)CC(=O)O)OCC1=CC(=NC=C1)OCC=1N=C(OC1C)C1=CC=CC=C1 ([1-methyl-3-[2-(5-methyl-2-phenyl-4-oxazolylmethoxy)-4-pyridylmethoxy]-1H-pyrazol-4-yl]acetic acid). Yield: 70.9%. As a reaction SMILES: [CH3:1][N:2]1[CH:6]=[C:5]([CH2:7][C:8]([O:10]C)=[O:9])[C:4]([O:12][CH2:13][C:14]2[CH:19]=[CH:18][N:17]=[C:16]([O:20][CH2:21][C:22]3[N:23]=[C:24]([C:28]4[CH:33]=[CH:32][CH:31]=[CH:30][CH:29]=4)[O:25][C:26]=3[CH3:27])[CH:15]=2)=[N:3]1.[OH-].[Na+].O1CCCC1.Cl>C(O)C>[CH3:1][N:2]1[CH:6]=[C:5]([CH2:7][C:8]([OH:10])=[O:9])[C:4]([O:12][CH2:13][C:14]2[CH:19]=[CH:18][N:17]=[C:16]([O:20][CH2:21][C:22]3[N:23]=[C:24]([C:28]4[CH:29]=[CH:30][CH:31]=[CH:32][CH:33]=4)[O:25][C:26]=3[CH3:27])[CH:15]=2)=[N:3]1 |f:1.2|. Procedure: A mixture of methyl [1-methyl-3-[2-(5-methyl-2-phenyl-4-oxazolylmethoxy)-4-pyridylmethoxy]-1H-pyrazol-4-yl]acetate (686 mg), 1N aqueous sodium hydroxide solution (3 ml), tetrahydrofuran (6 ml) and ethanol (6 ml) was stirred at room temperature for 2 hrs. 1N Hydrochloric acid (3 ml) was added to the reaction mixture and the mixture was extracted with ethyl acetate. The ethyl acetate layer was washed with saturated brine, dried (MgSO4) and concentrated. The obtained colorless crystals were collect... Starting materials: FC(C=1C=C(C=C(C1)C(F)(F)F)C1=NN(C=N1)\C=C/C(=O)O)(F)F ((Z)-3-(3-(3,5-bis(trifluoromethyl)phenyl)-1H-1,2,4-triazol-1-yl)acrylic acid), C(CC)P1(OP(OP(O1)(=O)CCC)(=O)CCC)=O (T3P), CCN(C(C)C)C(C)C (DIPEA), Cl.N(N)C1=CC=NC=C1 (4-Hydrazinylpyridine hydrochloride). The solvent is CCOC(=O)C (EtOAc). Run at temperature -40 celsius, time 30 minute. The product is FC(C=1C=C(C=C(C1)C(F)(F)F)C1=NN(C=N1)\C=C/C(=O)NNC1=CC=NC=C1)(F)F ((Z)-3-(3-(3,5-bis(trifluoromethyl)phenyl)-1H-1,2,4-triazol-1-yl)-N′-(pyridin-4-yl)acrylohydrazide). The yield is 25.4%. As a reaction SMILES: [F:1][C:2]([F:24])([F:23])[C:3]1[CH:4]=[C:5]([C:13]2[N:17]=[CH:16][N:15](/[CH:18]=[CH:19]\[C:20]([OH:22])=O)[N:14]=2)[CH:6]=[C:7]([C:9]([F:12])([F:11])[F:10])[CH:8]=1.Cl.[NH:26]([C:28]1[CH:33]=[CH:32][N:31]=[CH:30][CH:29]=1)[NH2:27].C(P1(=O)OP(CCC)(=O)OP(CCC)(=O)O1)CC.CCN(C(C)C)C(C)C>CCOC(C)=O>[F:24][C:2]([F:23])([F:1])[C:3]1[CH:4]=[C:5]([C:13]2[N:17]=[CH:16][N:15](/[CH:18]=[CH:19]\[C:20]([NH:27][NH:26][C:28]3[CH:33]=[CH:32][N:31]=[CH:30][CH:29]=3)=[O:22])[N:14]=2)[CH:6]=[C:7]([C:9]([F:10])([F:12])[F:11])[CH:8]=1 |f:1.2|. Procedure details: A 50-mL, 3-necked, round-bottomed flask was charged with (Z)-3-(3-(3,5-bis(trifluoromethyl)phenyl)-1H-1,2,4-triazol-1-yl)acrylic acid (0.25 g) and EtOAc (10.0 mL). 4-Hydrazinylpyridine hydrochloride (0.16 g, 1.2 eq.) was added at −40° C. followed by the simultaneous addition of T3P (50% in EtOAc, 0.85 mL, 2.0 eq.) and DIPEA (0.49 mL, 4.0 eq.). The reaction mixture was stirred for 30 min at −40° C. before being concentrated under reduced pressure (35° C., 20 mmHg) to afford 0.35 g of crude materi... Reactants: BrC=1C=C2S(C=3C=CC(=CC3N(C2=CC1)C)C(C(=O)NC1=NN(C=C1)C)CC1CC2(OCCO2)CC1)(=O)=O (2-(7-bromo-10-methyl-5,5-dioxo-5,10-dihydrophenothiazin-2-yl)-3-(1,4-dioxaspiro[4.4]non-7-yl)-N-(1-methyl-1H-pyrazol-3-yl)propionamide), CN1C2=CC=CC=C2S(C=2C=CC(=CC12)CC(=O)OCC)(=O)=O (ethyl (10-methyl-5,5-dioxo-5,10-dihydrophenothiazin-2-yl)acetate), T-iodomethyl-1,4-dioxa-spiro[4.4]nonane, CN1N=C(C=C1)N (1-methyl-1H-pyrazole-3-amine), C1(=CC=CC=C1)P(CCCP(C1=CC=CC=C1)C1=CC=CC=C1)C1=CC=CC=C1 (1,3-bis(diphenylphosphino)propane). Solvent: CS(=O)C (DMSO), C(C)N(CC)CC (triethylamine), C(C)(=O)OCC (ethyl acetate), C(C)O (ethanol). Run at temperature 70 celsius, time 3 hour. Yields the product CN1C2=CC(=CC=C2S(C=2C=C(C=CC12)C(=O)OCC)(=O)=O)C(CC1CC(CC1)=O)C(NC1=NN(C=C1)C)=O (Ethyl 10-methyl-8-[1-(1-methyl-1H-pyrazol-3-ylcarbamoyl)-2-(3-oxocyclopentyl)ethyl]-5,5-dioxo-5,10-dihydrophenothiazin-3-carboxylate). RXN SMILES: Br[C:2]1[CH:3]=[C:4]2[C:13](=[CH:14][CH:15]=1)[N:12]([CH3:16])[C:11]1[CH:10]=[C:9]([CH:17]([CH2:27][CH:28]3[CH2:36][CH2:35][C:30]4([O:34]CCO4)[CH2:29]3)[C:18]([NH:20][C:21]3[CH:25]=[CH:24][N:23]([CH3:26])[N:22]=3)=[O:19])[CH:8]=[CH:7][C:6]=1[S:5]2(=[O:38])=[O:37].CN1C2C=C(C[C:55]([O:57][CH2:58][CH3:59])=[O:56])C=CC=2S(=O)(=O)C2C1=CC=CC=2.CN1C=CC(N)=N1.C1(P(C2C=CC=CC=2)CCCP(C2C=CC=CC=2)C2C=CC=CC=2)C=CC=CC=1>C(O)C.CS(C)=O.C(OCC)(=O)C.C(N(CC)CC)C>[CH3:16][N:12]1[C:13]2[CH:14]=[CH:15][C:2]([C:55]([O:57][CH2:58][CH3:59])=[O:56])=[CH:3][C:4]=2[S:5](=[O:37])(=[O:38])[C:6]2[C:11]1=[CH:10][C:9]([CH:17]([C:18](=[O:19])[NH:20][C:21]1[CH:25]=[CH:24][N:23]([CH3:26])[N:22]=1)[CH2:27][CH:28]1[CH2:36][CH2:35][C:30](=[O:34])[CH2:29]1)=[CH:8][CH:7]=2. Procedure: A solution of 445 mg of 2-(7-bromo-10-methyl-5,5-dioxo-5,10-dihydrophenothiazin-2-yl)-3-(1,4-dioxaspiro[4.4]non-7-yl)-N-(1-methyl-1H-pyrazol-3-yl)propionamide (prepared analogously to Example 1 from ethyl (10-methyl-5,5-dioxo-5,10-dihydrophenothiazin-2-yl)acetate, T-iodomethyl-1,4-dioxa-spiro[4.4]nonane and commercially available 1-methyl-1H-pyrazole-3-amine) is dissolved in 8 ml of anhydrous ethanol and 8 ml of DMSO, and 0.74 ml of triethylamine and 76 mg of 1,3-bis(diphenylphosphino)propane ar... The reactants are ( 2 ), FC(C(=O)N[C@H]1[C@H](CC2=CC=C(C=C12)OC)O)(F)F (2,2,2-trifluoro-N-((1R,2S)-2-hydroxy-6-methoxy-2,3-dihydro-1H-inden-1-yl)acetamide), [H-].[Na+] (sodium hydride), C(C=C)Br (Allyl bromide), O (Water). Solvent: CN(C)C=O (DMF). Run at time 5 minute. The product is C(C=C)O[C@@H]1[C@@H](C2=CC(=CC=C2C1)OC)NC(C(F)(F)F)=O (N-((1R,2S)-2-(allyloxy)-6-methoxy-2,3-dihydro-1H-inden-1-yl)-2,2,2-trifluoroacetamide), oil. As a reaction SMILES: [F:1][C:2]([F:19])([F:18])[C:3]([NH:5][C@@H:6]1[C:14]2[C:9](=[CH:10][CH:11]=[C:12]([O:15][CH3:16])[CH:13]=2)[CH2:8][C@@H:7]1[OH:17])=[O:4].[H-].[Na+].[CH2:22](Br)[CH:23]=[CH2:24].O>CN(C=O)C>[CH2:24]([O:17][C@H:7]1[CH2:8][C:9]2[C:14](=[CH:13][C:12]([O:15][CH3:16])=[CH:11][CH:10]=2)[C@H:6]1[NH:5][C:3](=[O:4])[C:2]([F:18])([F:19])[F:1])[CH:23]=[CH2:22] |f:1.2|. Reported procedure: Step AE (2): To a solution of 2,2,2-trifluoro-N-((1R,2S)-2-hydroxy-6-methoxy-2,3-dihydro-1H-inden-1-yl)acetamide in DMF (4.5 mL) at rt was added sodium hydride (95% purity, 205 mg). The resulting mixture was stirred at rt for 5 min. Allyl bromide (0.26 mL) was added, and the reaction mixture was stirred for 30 min. Water was added, the aqueous layer was extracted with EtOAc (×3), and the combined organic layers were washed with brine, dried over anhydrous sodium sulfate, and filtered. The filtra... The reactants are amine, C(=O)([O-])[C@@H](O)[C@H](O)C(=O)[O-] ((D)-Tartrate), CNCC[C@H](C1=CC=CC=C1)OC2=CC=C(C=C2)C(F)(F)F ((R)-fluoxetine), (D)-tartaric acid, CO (methanol), CO (methanol). The solvent is CC(C)(C)OC (TBME). Reaction conditions: time 30 minute. The product is C=1C=CC(=CC1)[C@@H](CCN)OC=2C=CC(=CC2)C(F)(F)F.C(=O)([O-])[C@@H](O)[C@H](O)C(=O)[O-] ((R)-norfluoxetine (D)-tartrate). RXN SMILES: [C:1]([C@H:4]([C@@H:6]([C:8]([O-:10])=[O:9])[OH:7])[OH:5])([O-:3])=[O:2].C[NH:12][CH2:13][CH2:14][C@@H:15]([O:22][C:23]1[CH:28]=[CH:27][C:26]([C:29]([F:32])([F:31])[F:30])=[CH:25][CH:24]=1)[C:16]1[CH:21]=[CH:20][CH:19]=[CH:18][CH:17]=1.CO>CC(OC)(C)C>[CH:19]1[CH:20]=[CH:21][C:16]([C@H:15]([O:22][C:23]2[CH:28]=[CH:27][C:26]([C:29]([F:30])([F:31])[F:32])=[CH:25][CH:24]=2)[CH2:14][CH2:13][NH2:12])=[CH:17][CH:18]=1.[C:1]([C@H:4]([C@@H:6]([C:8]([O-:10])=[O:9])[OH:7])[OH:5])([O-:3])=[O:2] |f:4.5|. Procedure details: (D)-Tartrate (10): To a 50 mL round bottom flask was added 1.63 g (5.53 mmol) of (R)-fluoxetine free amine (9). To this was added 20 mL of methanol and the amine was dissolved. To this solution was added 840 mg of (D)-tartaric acid (5.6 mmol). The reaction mixture was stirred for 30 minutes and then methanol was rotoevaporated to dryness. The solid was slurred in 20 mL of TBME and filtered. The white solid was dried in a vacuum oven for 5 hours at ˜40° C. 2.08 g of (R)-norfluoxetine (D)-tartrate... The reactants are COCCOC, COc1ccc(C=O)cc1OC, [H-], [Na+], CCCCCC(=O)CP(=O)(OC)OC, O. Yields the product CCCCCC(=O)C=Cc1ccc(OC)c(OC)c1. RXN SMILES: [CH3:1][O:2][CH2:3][CH2:4][O:5][CH3:6].[CH3:23][O:24][c:25]1[cH:26][cH:27][c:28]([CH:29]=[O:30])[cH:31][c:32]1[O:33][CH3:34].[H-:7].[Na+:8].[O:9]=[C:10]([CH2:11][P:12](=[O:13])([O:14][CH3:15])[O:16][CH3:17])[CH2:18][CH2:19][CH2:20][CH2:21][CH3:22].[OH2:35]>>[O:9]=[C:10]([CH:11]=[CH:29][c:28]1[cH:27][cH:26][c:25]([O:24][CH3:23])[c:32]([O:33][CH3:34])[cH:31]1)[CH2:18][CH2:19][CH2:20][CH2:21][CH3:22].